From a dataset of the Open Reaction Database (ORD), a public repository of structured organic reaction records. describe an organic reaction: reactants, conditions, products, and yield Starting materials: C(C)(C)(C)OC(=O)N1C=C(C=2C1=C(N=CC2C(=O)N2CCCCC2)Cl)C (7-chloro-3-methyl-4-(1-piperidin-1-yl-methanoyl)-pyrrolo[2,3-c]pyridine-1-carboxylic acid tert-butyl ester), FC=1C=C(N)C=CC1 (3-fluoroaniline), Cl (hydrochloric acid). The reagents and catalysts are C(C)OCC (diethyl ether). The solvent is C(C)OCC (diethyl ether), C(C)OCC (diethyl ether). The product is Cl.FC=1C=C(C=CC1)NC=1N=CC(=C2C1NC=C2C)C(=O)N2CCCCC2 (1-[7-(3-Fluoro-phenylamino)-3-methyl-1H-pyrrolo[2,3-c]pyridin-4-yl]-1-piperidin-1-yl-methanone hydrochloride salt). RXN SMILES: C(OC([N:8]1[C:12]2=[C:13]([Cl:25])[N:14]=[CH:15][C:16]([C:17]([N:19]3[CH2:24][CH2:23][CH2:22][CH2:21][CH2:20]3)=[O:18])=[C:11]2[C:10]([CH3:26])=[CH:9]1)=O)(C)(C)C.[F:27][C:28]1[CH:29]=[C:30]([CH:32]=[CH:33][CH:34]=1)[NH2:31].Cl>C(OCC)C>[ClH:25].[F:27][C:28]1[CH:29]=[C:30]([NH:31][C:13]2[N:14]=[CH:15][C:16]([C:17]([N:19]3[CH2:20][CH2:21][CH2:22][CH2:23][CH2:24]3)=[O:18])=[C:11]3[C:10]([CH3:26])=[CH:9][NH:8][C:12]=23)[CH:32]=[CH:33][CH:34]=1 |f:4.5|. Procedure: Prepared in a similar manner to Example 4(d) from 7-chloro-3-methyl-4-(1-piperidin-1-yl-methanoyl)-pyrrolo[2,3-c]pyridine-1-carboxylic acid tert-butyl ester (90 mg) and using 3-fluoroaniline (46 ul) instead of 3-bromoaniline and heating for 15 rather than 30 minutes. Isolated by MDAP rather than trituration with diethyl ether and then dissolved in diethyl ether (10 ml) and treated with a solution of 1M hydrochloric acid in diethyl ether (10 drops). The mixture was evaporated and dried at 40° C. ... Reactants: C(=O)(OCC)C=C[C@@]1(C[C@H](O)[C@@H](CO)O1)N1C(=O)N=C(N)C=C1 (Carbethoxyvinyldeoxycytidine), [OH-].[Na+] (NaOH). Run at time 2 hour. The product is C(=O)(O)/C=C/C=1C(=NC(N([C@H]2C[C@H](O)[C@@H](CO)O2)C1)=O)N (E-5-(2-carboxyvinyl)-2'-deoxycytidine). Reaction SMILES: C(C=C[C@@:8]1([N:16]2[CH:23]=[CH:22][C:20]([NH2:21])=[N:19][C:17]2=[O:18])[O:15][C@H:12]([CH2:13][OH:14])[C@@H:10]([OH:11])[CH2:9]1)(OCC)=O.[OH-:24].[Na+]>>[C:10](/[CH:9]=[CH:8]/[C:22]1[C:20]([NH2:21])=[N:19][C:17](=[O:18])[N:16]([CH:23]=1)[C@@H:8]1[O:15][C@H:12]([CH2:13][OH:14])[C@@H:10]([OH:11])[CH2:9]1)([OH:11])=[O:24] |f:1.2|. Procedure: Carbethoxyvinyldeoxycytidine (325 mg, 1mmol) is suspended in 0.5M NaOH solution (40 ml) and stirred at room temperature for 2 hrs. The clear solution is neutralised by addition of Dowex-50H+ -form to pH 7 and filtered. This solution is immediately used for the preparation of E-5-(2-bromovinyl)-2'-deoxycytidine. Reactants: CCNC(=O)c1cc(F)c(C)c(-c2ccc3c(C4=CCNCC4)n[nH]c3c2)c1, CCO, O=C[O-], [NH4+]. The product is CCNC(=O)c1cc(F)c(C)c(-c2ccc3c(C4CCNCC4)n[nH]c3c2)c1. As a reaction SMILES: [CH2:1]([CH3:2])[NH:3][C:4]([c:5]1[cH:6][c:7]([F:27])[c:8]([CH3:26])[c:9](-[c:11]2[cH:12][cH:13][c:14]3[c:15]([C:20]4=[CH:25][CH2:24][NH:23][CH2:22][CH2:21]4)[n:16][nH:17][c:18]3[cH:19]2)[cH:10]1)=[O:28].[CH3:33][CH2:34][OH:35].[CH:29]([O-:30])=[O:31].[NH4+:32]>>[CH2:1]([CH3:2])[NH:3][C:4]([c:5]1[cH:6][c:7]([F:27])[c:8]([CH3:26])[c:9](-[c:11]2[cH:12][cH:13][c:14]3[c:15]([CH:20]4[CH2:21][CH2:22][NH:23][CH2:24][CH2:25]4)[n:16][nH:17][c:18]3[cH:19]2)[cH:10]1)=[O:28].